This data is from the Open Reaction Database (ORD), a public repository of structured organic reaction records. The task is: describe an organic reaction: reactants, conditions, products, and yield Reactants: N[C@H](CC1=CC=CC=C1)C(=O)N1[C@H](C(=O)OCC2=CC=CC=C2)CCC1 (D-Phe-Pro-OBzl), C(C)(C)N(C(C)C)CC (N,N-diisopropylethylamine), C(=O)(C(F)(F)F)O (TFA), C(C)N=C=O (ethyl isocyanate). Run in ClCCl (dichloromethane). Conditions: time 16 hour. Yields the product C(C)NC(=O)N[C@H](CC1=CC=CC=C1)C(=O)N1[C@H](C(=O)OCC2=CC=CC=C2)CCC1 (EtNHCO-D-Phe-Pro-OBzl). Isolated yield 107.0%. RXN SMILES: C(O)(C(F)(F)F)=O.[NH2:8][C@@H:9]([C:17]([N:19]1[CH2:33][CH2:32][CH2:31][C@H:20]1[C:21]([O:23][CH2:24][C:25]1[CH:30]=[CH:29][CH:28]=[CH:27][CH:26]=1)=[O:22])=[O:18])[CH2:10][C:11]1[CH:16]=[CH:15][CH:14]=[CH:13][CH:12]=1.C(N(CC)C(C)C)(C)C.[CH2:43]([N:45]=[C:46]=[O:47])[CH3:44]>ClCCl>[CH2:43]([NH:45][C:46]([NH:8][C@@H:9]([C:17]([N:19]1[CH2:33][CH2:32][CH2:31][C@H:20]1[C:21]([O:23][CH2:24][C:25]1[CH:30]=[CH:29][CH:28]=[CH:27][CH:26]=1)=[O:22])=[O:18])[CH2:10][C:11]1[CH:16]=[CH:15][CH:14]=[CH:13][CH:12]=1)=[O:47])[CH3:44]. Reported procedure: To a solution of TFA.D-Phe-Pro-OBzl (10 g, 21.4 mmol) in dichloromethane (150 mL) was added N,N-diisopropylethylamine (3.73 mL, 21.4 mmol) followed by ethyl isocyanate (1.86 mL, 23.5 mmol). After stirring for 16 h, the solution was washed three times with 1N HCl, dried over Na2SO4, filtered and concentrated in vacuo to give 9.7 g (107%) of white foam. Reactants: S(=O)(Cl)Cl (thionyl chloride), CNCCO (2-(methylamino)-ethanol), Cl (hydrochloric acid), N1C=NC=C1 (imidazole), COC=1C(=CC2=C(SC=C2)C1)CCOCC(=O)O (2-[2-(6-methoxybenzo[b]thiophen-5-yl)ethoxy]-acetic acid). Solvent: C(Cl)Cl (methylene chloride), O (Water), C(C)N(CC)CC (triethylamine), C(C)N(CC)CC (triethylamine), C(Cl)Cl (methylene chloride). Conditions: temperature 5 celsius, time 1 hour. Product: OCCN(C(COCCC1=CC2=C(SC=C2)C=C1OC)=O)C (N1-(2-hydroxyethyl)-N1-methyl-2-[2-(6-methoxybenzo[b]thiophen-5-yl)ethoxy]-acetamide). As a reaction SMILES: [CH3:1][O:2][C:3]1[C:4]([CH2:12][CH2:13][O:14][CH2:15][C:16]([OH:18])=O)=[CH:5][C:6]2[CH:10]=[CH:9][S:8][C:7]=2[CH:11]=1.N1C=CN=C1.S(Cl)(Cl)=O.[CH3:28][NH:29][CH2:30][CH2:31][OH:32].Cl>C(Cl)Cl.O.C(N(CC)CC)C>[OH:32][CH2:31][CH2:30][N:29]([CH3:28])[C:16](=[O:18])[CH2:15][O:14][CH2:13][CH2:12][C:4]1[C:3]([O:2][CH3:1])=[CH:11][C:7]2[S:8][CH:9]=[CH:10][C:6]=2[CH:5]=1. Procedure: In 8 mL of methylene chloride is dissolved 0.80 g of 2-[2-(6-methoxybenzo[b]thiophen-5-yl)ethoxy]-acetic acid, to which are added 1.38 mL of triethylamine and 0.22 g of imidazole. The mixture is cooled to 5° C., to which is dropwise added a mixture of 0.24 mL of thionyl chloride and 8 mL of methylene chloride. The resulting mixture is stirred at the same temperature as above for one hour. The reaction mixture is cooled to −60° C., 0.47 mL of triethylamine and 0.31 mL of 2-(methylamino)-ethanol a... Starting materials: ClCC=1N=C2N(C=C(C=C2)C(F)(F)F)C1 (2-(chloromethyl)-6-(trifluoromethyl)imidazo[1,2-a]pyridine), ClC1=C(C=CC(=C1)Cl)N1CCNCC1 (1-(2,4-dichlorophenyl)piperazine), C(C)(C)N(CC)C(C)C (diisopropylethylamine). Run in C1CCOC1 (THF). The product is ClC1=C(C=CC(=C1)Cl)N1CCN(CC1)CC=1N=C2N(C=C(C=C2)C(F)(F)F)C1 (2-[[4-(2,4-dichlorophenyl)-1-piperazinyl]methyl]-6-(trifluoromethyl)imidazo[1,2-a]pyridine). The yield is 77.4%. Reaction SMILES: Cl[CH2:2][C:3]1[N:4]=[C:5]2[CH:10]=[CH:9][C:8]([C:11]([F:14])([F:13])[F:12])=[CH:7][N:6]2[CH:15]=1.[Cl:16][C:17]1[CH:22]=[C:21]([Cl:23])[CH:20]=[CH:19][C:18]=1[N:24]1[CH2:29][CH2:28][NH:27][CH2:26][CH2:25]1.C(N(C(C)C)CC)(C)C>C1COCC1>[Cl:16][C:17]1[CH:22]=[C:21]([Cl:23])[CH:20]=[CH:19][C:18]=1[N:24]1[CH2:25][CH2:26][N:27]([CH2:2][C:3]2[N:4]=[C:5]3[CH:10]=[CH:9][C:8]([C:11]([F:14])([F:13])[F:12])=[CH:7][N:6]3[CH:15]=2)[CH2:28][CH2:29]1. Procedure details: A mixture of 2-(chloromethyl)-6-(trifluoromethyl)imidazo[1,2-a]pyridine (0.452 g), 1-(2,4-dichlorophenyl)piperazine (Example 31, Step 1; 0.468 g), diisopropylethylamine (Aldrich; 0.299 g), and THF (4 mL) is stirred at reflux for 21 h. After cooling, the mixture is partitioned between dichloromethane and aq. sodium bicarbonate. The organic layers are dried over sodium sulfate, concentrated, and the residue chromatographed on silica gel using methanol/dichloromethane (2.5/97.5) to give 0.64 g of 2... Run in CN(C)C=O (DMF), CN(C)C=O (DMF). Procedure: Sodium hydride (0.21 g of an 80% dispersion in oil, 7.0 mmol) was added to a solution of 3-hydroxy-2-methylpyridine (0.88 g, 8.0 mmol) in DMF (15 ml). After 1.5 h at r.t. a solution of 6-chloropyridazine-3-carboxylic acid ethyl ester (Chem. Pharm. Bull. 1994, 42(2), 371) (1.0 g, 5.4 mmol) in DMF (10 ml) was added and the mixture was stirred for a further 1.5 h. The DMF was removed in vacuo and the residue partitioned between dil. aq. NaOH (50 ml) and CH2Cl2 (100 ml). After drying (Na2SO4) the or... Starting materials: [H-].[Na+] (Sodium hydride), OC=1C(=NC=CC1)C (3-hydroxy-2-methylpyridine), C(C)OC(=O)C=1N=NC(=CC1)Cl (6-chloropyridazine-3-carboxylic acid ethyl ester). Reaction SMILES: [H-].[Na+].[OH:3][C:4]1[C:5]([CH3:10])=[N:6][CH:7]=[CH:8][CH:9]=1.[CH2:11]([O:13][C:14]([C:16]1[N:17]=[N:18][C:19](Cl)=[CH:20][CH:21]=1)=[O:15])[CH3:12]>CN(C=O)C>[CH2:11]([O:13][C:14]([C:16]1[N:17]=[N:18][C:19]([O:3][C:4]2[C:5]([CH3:10])=[N:6][CH:7]=[CH:8][CH:9]=2)=[CH:20][CH:21]=1)=[O:15])[CH3:12] |f:0.1|. Isolated yield 77.9%. Run at time 1.5 hour. Product: C(C)OC(=O)C=1N=NC(=CC1)OC=1C(=NC=CC1)C (6-(2-Methylpyridin-3-yloxy)pyridazine-3-carboxylic acid ethyl ester). The reactants are CC(C)N(NC(=O)c1ccccc1)C(=O)COc1ccc(F)cc1Br, O=C([O-])[O-], COCCOC, CC(C)c1ccccc1B(O)O, [Na+], [Na+]. Product: CC(C)c1ccccc1-c1cc(F)ccc1OCC(=O)N(NC(=O)c1ccccc1)C(C)C. Reaction SMILES: [Br:1][c:2]1[c:3]([O:4][CH2:5][C:6](=[O:7])[N:8]([NH:9][C:10]([c:11]2[cH:12][cH:13][cH:14][cH:15][cH:16]2)=[O:17])[CH:18]([CH3:19])[CH3:20])[cH:21][cH:22][c:23]([F:25])[cH:24]1.[C:26](=[O:27])([O-:28])[O-:29].[CH3:44][O:45][CH2:46][CH2:47][O:48][CH3:49].[CH:32]([CH3:33])([CH3:34])[c:35]1[c:36]([B:41]([OH:42])[OH:43])[cH:37][cH:38][cH:39][cH:40]1.[Na+:30].[Na+:31]>>[c:2]1(-[c:36]2[c:35]([CH:32]([CH3:33])[CH3:34])[cH:40][cH:39][cH:38][cH:37]2)[c:3]([O:4][CH2:5][C:6](=[O:7])[N:8]([NH:9][C:10]([c:11]2[cH:12][cH:13][cH:14][cH:15][cH:16]2)=[O:17])[CH:18]([CH3:19])[CH3:20])[cH:21][cH:22][c:23]([F:25])[cH:24]1.